This data is from the Open Reaction Database (ORD), a public repository of structured organic reaction records. The task is: describe an organic reaction: reactants, conditions, products, and yield The reactants are [Li+].CC(C)[N-]C(C)C (LDA), C(C)OP(=O)(OCC)CC=1N=CN(C1)C(C1=CC=CC=C1)(C1=CC=CC=C1)C1=CC=CC=C1 (4-Diethylphosphonomethyl-1-triphenylmethylimidazole), C(=O)C1CC(N(CC1)C1=CC=CC=C1)=O (4-Formyl-1-phenyl-2-piperidinone). Run in C1CCOC1 (THF), C1CCOC1 (THF). Conditions: temperature -78 celsius, time 1 hour. Product: C1(=CC=CC=C1)C(N1C=NC(=C1)C=CC1CC(N(CC1)C1=CC=CC=C1)=O)(C1=CC=CC=C1)C1=CC=CC=C1 (4-[2-{1-(Triphenylmethyl)-4-imidazolyl}ethenyl]-1-phenyl-2-piperidinone). Reaction SMILES: C(OP([CH2:9][C:10]1[N:11]=[CH:12][N:13]([C:15]([C:28]2[CH:33]=[CH:32][CH:31]=[CH:30][CH:29]=2)([C:22]2[CH:27]=[CH:26][CH:25]=[CH:24][CH:23]=2)[C:16]2[CH:21]=[CH:20][CH:19]=[CH:18][CH:17]=2)[CH:14]=1)(OCC)=O)C.[Li+].CC([N-]C(C)C)C.[CH:42]([CH:44]1[CH2:49][CH2:48][N:47]([C:50]2[CH:55]=[CH:54][CH:53]=[CH:52][CH:51]=2)[C:46](=[O:56])[CH2:45]1)=O>C1COCC1>[C:22]1([C:15]([C:16]2[CH:21]=[CH:20][CH:19]=[CH:18][CH:17]=2)([C:28]2[CH:29]=[CH:30][CH:31]=[CH:32][CH:33]=2)[N:13]2[CH:14]=[C:10]([CH:9]=[CH:42][CH:44]3[CH2:49][CH2:48][N:47]([C:50]4[CH:55]=[CH:54][CH:53]=[CH:52][CH:51]=4)[C:46](=[O:56])[CH2:45]3)[N:11]=[CH:12]2)[CH:27]=[CH:26][CH:25]=[CH:24][CH:23]=1 |f:1.2|. Procedure: The product from Step H is dissolved in THF and cooled to -78° C. under nitrogen. A solution of LDA in THF is added dropwise. The reaction is stirred at -78° C. for 1 h, then a solution of 4-formyl-1-phenyl-2-piperidinone from Step E is added, and the reaction warmed to room temperature overnight. The reaction is quenched with ammonium chloride solution, and extracted with ethyl acetate. The title compound is obtained after chromatography on silica gel Reactants: C(CC1=CC(OC)=C(OC)C=C1)N (homoveratrylamine), C(C)(=O)OC(C)=O (acetic anhydride), Cl (hydrochloric acid), ice water. Run in N1=CC=CC=C1 (pyridine). Reaction conditions: time 2 hour. The product is C(C)(=O)NCCC1=CC(OC)=C(OC)C=C1 (N-acetylhomoveratrylamine). Reaction SMILES: [CH2:1]([NH2:13])[CH2:2][C:3]1[CH:12]=[CH:11][C:8]([O:9][CH3:10])=[C:5]([O:6][CH3:7])[CH:4]=1.[C:14](OC(=O)C)(=[O:16])[CH3:15].Cl>N1C=CC=CC=1>[C:14]([NH:13][CH2:1][CH2:2][C:3]1[CH:12]=[CH:11][C:8]([O:9][CH3:10])=[C:5]([O:6][CH3:7])[CH:4]=1)(=[O:16])[CH3:15]. Reported procedure: After dissolving 5 g of homoveratrylamine in 20 ml of pyridine, 5.6 g of acetic anhydride was added and reacted at 65°-70° C. with stirring for 2 hours. The reaction mixture was poured into 150 ml of ice water and then made weakly acidic by adding 50 ml of a 6N aqueous hydrochloric acid solution. The resultant solution was extracted three times with 50 ml of chloroform. The extracted solution was combined, washed with an aqueous sodium hydrogen carbonate solution and dried over anhydrous sodium ...